Dataset: the Open Reaction Database (ORD), a public repository of structured organic reaction records. Task: describe an organic reaction: reactants, conditions, products, and yield Reactants: C(C1=CC=CC=C1)OC[C@@H]1[C@H](C(NC1)=O)C1=CC=CC=C1 ((3S,4R)-4-[(benzyloxy)methyl]-3-phenyltetrahydro-1H-2-pyrrolone). The reagents and catalysts are [C].[Pd] (Palladium-carbon). The solvent is CO (methanol). Reaction conditions: time 15 hour. Product: OC[C@@H]1[C@H](C(NC1)=O)C1=CC=CC=C1 ((3S,4R)-4-(Hydroxymethyl)-3-phenyltetrahydro-1H-2-pyrrolone). Isolated yield 88.6%. RXN SMILES: C([O:8][CH2:9][C@H:10]1[CH2:14][NH:13][C:12](=[O:15])[C@@H:11]1[C:16]1[CH:21]=[CH:20][CH:19]=[CH:18][CH:17]=1)C1C=CC=CC=1>CO.[C].[Pd]>[OH:8][CH2:9][C@H:10]1[CH2:14][NH:13][C:12](=[O:15])[C@@H:11]1[C:16]1[CH:21]=[CH:20][CH:19]=[CH:18][CH:17]=1 |f:2.3|. Reported procedure: 10% Palladium-carbon (1.7 g) was added to a solution of (3S,4R)-4-[(benzyloxy)methyl]-3-phenyltetrahydro-1H-2-pyrrolone (1.73 g, 6.2 mmol) in methanol (40 ml). The mixture was stirred at room temperature under a hydrogen stream for 15 hours and further stirred at 60° C. for 3 hours. The reaction mixture was filtered and was subjected to distillation under reduced pressure. Ether was added to the residue and the precipitates were filtered out to yield the title compound as a white solid (1.05 g).... Reactants: COC1=CC=C(C(=O)NC=2C(=CC(=CC2)O[Si](C)(C)C(C)(C)C)N)C=C1 (N1-(4-methoxybenzoyl)-4-(tert-butyldimethylsilyloxy)-1,2-benzenediamine), C(C)C1=CC=C(C(=O)Cl)C=C1 (4-ethylbenzoyl chloride). Yields the product COC1=CC=C(C(=O)NC=2C(=CC(=CC2)O[Si](C)(C)C(C)(C)C)NC(C2=CC=C(C=C2)CC)=O)C=C1 (N1-(4-Methoxybenzoyl)-N2-(4-ethylbenzoyl)-4-(tert-butyldimethylsilyloxy)-1,2-benzenediamine). The yield is 88.1%. As a reaction SMILES: [CH3:1][O:2][C:3]1[CH:26]=[CH:25][C:6]([C:7]([NH:9][C:10]2[C:11]([NH2:24])=[CH:12][C:13]([O:16][Si:17]([C:20]([CH3:23])([CH3:22])[CH3:21])([CH3:19])[CH3:18])=[CH:14][CH:15]=2)=[O:8])=[CH:5][CH:4]=1.[CH2:27]([C:29]1[CH:37]=[CH:36][C:32]([C:33](Cl)=[O:34])=[CH:31][CH:30]=1)[CH3:28]>>[CH3:1][O:2][C:3]1[CH:26]=[CH:25][C:6]([C:7]([NH:9][C:10]2[C:11]([NH:24][C:33](=[O:34])[C:32]3[CH:36]=[CH:37][C:29]([CH2:27][CH3:28])=[CH:30][CH:31]=3)=[CH:12][C:13]([O:16][Si:17]([C:20]([CH3:23])([CH3:21])[CH3:22])([CH3:19])[CH3:18])=[CH:14][CH:15]=2)=[O:8])=[CH:5][CH:4]=1. Procedure details: Using the procedure described in Example 68, Part A, N1-(4-methoxybenzoyl)-4-(tert-butyldimethylsilyloxy)-1,2-benzenediamine (300 mg, 0.81 mmol) was reacted with 4-ethylbenzoyl chloride (0.13 mL, 0.89 mmol) to yield 360 mg (88%) of the title compound as a white solid. Reported procedure: In the manner of Example I, but substituting 9H-fluorene-1-methanol and cis-3-(2-chloro-3,3,3-trifluoromethyl-1-propenyl)-2,2-dimethylcyclopropanecarbonyl chloride, 9H-fluorene-1-methyl cis-3-(2-chloro-3,3,3-trifluoromethyl-1-propenyl)-2,2-dimethylcyclopropanecarboxylate was prepared. Yields the product C1=CC=CC=2C3=CC=CC=C3CC12.ClC(=CC1C(C1C(=O)OC)(C)C)C(CF)(CF)CF (9H-Fluorene 1-methyl 3-(2-chloro-3,3,3-trifluoromethyl-1-propenyl)-2,2-dimethylcyclopropanecarboxylate). Starting materials: C1(=CC=CC=2C3=CC=CC=C3CC12)CO (9H-fluorene-1-methanol), ClC(=C[C@H]1C([C@H]1C(=O)Cl)(C)C)C(CF)(CF)CF (cis-3-(2-chloro-3,3,3-trifluoromethyl-1-propenyl)-2,2-dimethylcyclopropanecarbonyl chloride), C1=CC=CC=2C3=CC=CC=C3CC12.ClC(=C[C@H]1C([C@H]1C(=O)OC)(C)C)C(CF)(CF)CF (9H-fluorene 1-methyl cis-3-(2-chloro-3,3,3-trifluoromethyl-1-propenyl)-2,2-dimethylcyclopropanecarboxylate). As a reaction SMILES: [C:1]1(CO)[C:13]2[CH2:12][C:11]3[C:6](=[CH:7][CH:8]=[CH:9][CH:10]=3)[C:5]=2[CH:4]=[CH:3][CH:2]=1.ClC(C(CF)(CF)CF)=C[C@@H]1[C@H](C(Cl)=O)C1(C)C.C1C2CC3C(=CC=CC=3)C=2C=CC=1.[Cl:47][C:48]([C:59]([CH2:64][F:65])([CH2:62][F:63])[CH2:60][F:61])=[CH:49][C@@H:50]1[C@H:52]([C:53]([O:55][CH3:56])=[O:54])[C:51]1([CH3:58])[CH3:57]>>[CH:1]1[C:13]2[CH2:12][C:11]3[C:6](=[CH:7][CH:8]=[CH:9][CH:10]=3)[C:5]=2[CH:4]=[CH:3][CH:2]=1.[Cl:47][C:48]([C:59]([CH2:60][F:61])([CH2:62][F:63])[CH2:64][F:65])=[CH:49][CH:50]1[CH:52]([C:53]([O:55][CH3:56])=[O:54])[C:51]1([CH3:57])[CH3:58] |f:2.3,4.5|. The reactants are O=C([O-])[O-], COCCOC, COc1ccccc1B(O)O, CC1CCCCN1C(=O)c1csc(I)n1, [K+], [K+]. Yields the product COc1ccccc1-c1nc(C(=O)N2CCCCC2C)cs1. RXN SMILES: [C:27](=[O:28])([O-:29])[O-:30].[CH2:33]([CH2:34][O:35][CH3:36])[O:37][CH3:38].[CH3:16][O:17][c:18]1[c:19]([B:24]([OH:25])[OH:26])[cH:20][cH:21][cH:22][cH:23]1.[I:1][c:2]1[s:3][cH:4][c:5]([C:7](=[O:8])[N:9]2[CH:10]([CH3:15])[CH2:11][CH2:12][CH2:13][CH2:14]2)[n:6]1.[K+:31].[K+:32]>>[c:2]1(-[c:19]2[c:18]([O:17][CH3:16])[cH:23][cH:22][cH:21][cH:20]2)[s:3][cH:4][c:5]([C:7](=[O:8])[N:9]2[CH:10]([CH3:15])[CH2:11][CH2:12][CH2:13][CH2:14]2)[n:6]1. Reactants: C(CCCC)[C@@H]1CC[C@H](CC1)/C=C/CO ((E)-3-(trans-4-pentylcyclohexyl)allyl alcohol), OC1=CC=C(C=O)C=C1 (4-hydroxybenzaldehyde), N(=NC(=O)OCC)C(=O)OCC (diethyl azodicarboxylate), C1(=CC=CC=C1)P(C1=CC=CC=C1)C1=CC=CC=C1 (triphenylphosphine). Solvent: O1CCCC1 (tetrahydrofuran). Conditions: time 8 hour. The product is C(CCCC)[C@@H]1CC[C@H](CC1)/C=C/COC1=CC=C(C=O)C=C1 (4-[(E)-3-(trans-4-pentylcyclohexyl)allyloxy]benzaldehyde). Yield: 60.3%. RXN SMILES: [CH2:1]([C@H:6]1[CH2:11][CH2:10][C@H:9](/[CH:12]=[CH:13]/[CH2:14][OH:15])[CH2:8][CH2:7]1)[CH2:2][CH2:3][CH2:4][CH3:5].O[C:17]1[CH:24]=[CH:23][C:20]([CH:21]=[O:22])=[CH:19][CH:18]=1.N(C(OCC)=O)=NC(OCC)=O.C1(P(C2C=CC=CC=2)C2C=CC=CC=2)C=CC=CC=1>O1CCCC1>[CH2:1]([C@H:6]1[CH2:11][CH2:10][C@H:9](/[CH:12]=[CH:13]/[CH2:14][O:15][C:17]2[CH:24]=[CH:23][C:20]([CH:21]=[O:22])=[CH:19][CH:18]=2)[CH2:8][CH2:7]1)[CH2:2][CH2:3][CH2:4][CH3:5]. Procedure: A mixture of 5.0 g of (E)-3-(trans-4-pentylcyclohexyl)allyl alcohol, 2.9 g of 4-hydroxybenzaldehyde, 4.1 g of diethyl azodicarboxylate, 6.2 g of triphenylphosphine and 100 ml of tetrahydrofuran was stirred at room temperature overnight and then concentrated. The residue was suspended in 300 ml of hexane, filtered and again concentrated. Chromatography of the residue on silica gel with toluene and recrystallization from hexane gave 4.5 g of pure 4-[(E)-3-(trans-4-pentylcyclohexyl)allyloxy]benzald... The solvent is C1(CCC(=O)O1)=O (succinic anhydride), C1(=CC=CC=C1)C (toluene). RXN SMILES: [C:1]([OH:8])(=[O:7])[CH2:2][CH2:3][C:4]([OH:6])=[O:5].O[N:10]1[C:14](=[O:15])[CH2:13][CH2:12][C:11]1=[O:16].C1(N=C=NC2CCCCC2)CCCCC1>C1(=O)OC(=O)CC1.C1(C)C=CC=CC=1>[C:1]([OH:8])(=[O:7])[CH2:2][CH2:3][C:4]([OH:6])=[O:5].[C:11]1(=[O:16])[NH:10][C:14](=[O:15])[CH2:13][CH2:12]1 |f:5.6|. Procedure: As depicted in above Scheme 4, 6-arm PEG (1) synthesized in the Scheme 1 is reacted with succinic reagents, e.g., succinic anhydride and toluene as solvent to synthesize 6-arm PEG-succinic acid (6-arm PEG-SA) (6). The 6-arm PEG SA (6) is reacted with N-hydroxy succinimide (NHS) and N, N′-dicyclohexylcarbodiimide (DCC) to produce 6-arm PEG-succinimide succinate (6-arm PEG-SS) (7). Product: C(CCC(=O)O)(=O)O.C1(CCC(N1)=O)=O (succinimide succinate). Starting materials: ( 1 ), C(CCC(=O)O)(=O)O (succinic acid), ( 6 ), ON1C(CCC1=O)=O (N-hydroxy succinimide), C1(CCCCC1)N=C=NC1CCCCC1 (N, N′-dicyclohexylcarbodiimide). Starting materials: ClCCl, O=C(O)C(F)(F)F, NCc1noc(C(F)(C2Cc3[nH]c4ccc(Cl)cc4c3C2)S(=O)(=O)c2ccccc2)n1, c1ccncc1. The product is O=C(NCc1noc(C(F)(C2Cc3[nH]c4ccc(Cl)cc4c3C2)S(=O)(=O)c2ccccc2)n1)C(F)(F)F. As a reaction SMILES: [Cl:45][CH2:46][Cl:47].[OH:32][C:33](=[O:34])[C:35]([F:36])([F:37])[F:38].[c:1]1([S:7](=[O:8])(=[O:9])[C:10]([c:11]2[n:12][c:13]([CH2:16][NH2:17])[n:14][o:15]2)([F:18])[CH:19]2[CH2:20][c:21]3[c:22]([nH:23][c:24]4[cH:25][cH:26][c:27]([Cl:30])[cH:28][c:29]34)[CH2:31]2)[cH:2][cH:3][cH:4][cH:5][cH:6]1.[cH:39]1[cH:40][cH:41][n:42][cH:43][cH:44]1>>[c:1]1([S:7](=[O:8])(=[O:9])[C:10]([c:11]2[n:12][c:13]([CH2:16][NH:17][C:33](=[O:32])[C:35]([F:36])([F:37])[F:38])[n:14][o:15]2)([F:18])[CH:19]2[CH2:20][c:21]3[c:22]([nH:23][c:24]4[cH:25][cH:26][c:27]([Cl:30])[cH:28][c:29]34)[CH2:31]2)[cH:2][cH:3][cH:4][cH:5][cH:6]1. Starting materials: C(C1=CC=CC=C1)OC(=O)N1C(C2=C(CC1)N=C(S2)Br)C2=C(C=CC(=C2)Cl)OCC(=O)OCC ((±)-2-bromo-4-(5-chloro-2-ethoxycarbonylmethoxy-phenyl)-6,7-dihydro-4H-thiazolo[5,4-c]pyridine-5-carboxylic acid benzyl ester), [Br-].C(CC)[Zn+] (propylzinc bromide). Reagents/catalysts: [Pd].C1(=CC=CC=C1)P(C1=CC=CC=C1)C1=CC=CC=C1.C1(=CC=CC=C1)P(C1=CC=CC=C1)C1=CC=CC=C1.C1(=CC=CC=C1)P(C1=CC=CC=C1)C1=CC=CC=C1.C1(=CC=CC=C1)P(C1=CC=CC=C1)C1=CC=CC=C1 (tetrakis(triphenylphosphine) palladium (0)). Solvent: C1CCOC1 (THF), C1CCOC1 (THF). Reaction conditions: temperature 50 celsius, time 18 hour. The product is C(C1=CC=CC=C1)OC(=O)N1C(C2=C(CC1)N=C(S2)CCC)C2=C(C=CC(=C2)Cl)OCC(=O)O ((±)-4-(2-Carboxymethoxy-5-chloro-phenyl)-2-propyl-6,7-dihydro-4H-thiazolo[5,4-c]pyridine-5-carboxylic acid benzyl ester). Reaction SMILES: [CH2:1]([O:8][C:9]([N:11]1[CH2:16][CH2:15][C:14]2[N:17]=[C:18](Br)[S:19][C:13]=2[CH:12]1[C:21]1[CH:26]=[C:25]([Cl:27])[CH:24]=[CH:23][C:22]=1[O:28][CH2:29][C:30]([O:32]CC)=[O:31])=[O:10])[C:2]1[CH:7]=[CH:6][CH:5]=[CH:4][CH:3]=1.[Br-].[CH2:36]([Zn+])[CH2:37][CH3:38]>C1COCC1.[Pd].C1(P(C2C=CC=CC=2)C2C=CC=CC=2)C=CC=CC=1.C1(P(C2C=CC=CC=2)C2C=CC=CC=2)C=CC=CC=1.C1(P(C2C=CC=CC=2)C2C=CC=CC=2)C=CC=CC=1.C1(P(C2C=CC=CC=2)C2C=CC=CC=2)C=CC=CC=1>[CH2:1]([O:8][C:9]([N:11]1[CH2:16][CH2:15][C:14]2[N:17]=[C:18]([CH2:36][CH2:37][CH3:38])[S:19][C:13]=2[CH:12]1[C:21]1[CH:26]=[C:25]([Cl:27])[CH:24]=[CH:23][C:22]=1[O:28][CH2:29][C:30]([OH:32])=[O:31])=[O:10])[C:2]1[CH:7]=[CH:6][CH:5]=[CH:4][CH:3]=1 |f:1.2,4.5.6.7.8|. Reported procedure: To a solution under N2 of (±)-2-bromo-4-(5-chloro-2-ethoxycarbonylmethoxy-phenyl)-6,7-dihydro-4H-thiazolo[5,4-c]pyridine-5-carboxylic acid benzyl ester (50 mg, 0.09 mmol, 1.00 eq.) and 0.5M propylzinc bromide in THF (0.36 mL, 0.18 mmol, 2.00 eq.) in THF (10 mL), tetrakis(triphenylphosphine) palladium (0) (5.1 mg, 4 μmol, 0.05 eq) was added. The mixture was stirred at 50° C. for 18 hours. The mixture was allowed to cool to r.t. and concentrated in vacuo. The residue was taken up in DMF, filtered,...